This data is from the Open Reaction Database (ORD), a public repository of structured organic reaction records. The task is: describe an organic reaction: reactants, conditions, products, and yield The reactants are ClC=1C=CC(=C(C1)C1=NN(C=C1NC(=O)C=1C=NN2C1N=CC=C2)CC=C2CCC(CC2)=O)OC(F)F (N-[3-[5-chloro-2-(difluoromethoxy)phenyl]-1-[2-(4-oxocyclohexylidene)ethyl]-1H-pyrazol-4-yl]pyrazolo[1,5-a]pyrimidine-3-carboxamide), NCCC#N (3-aminopropanenitrile), [BH3-]C#N.[Na+] (NaBH3CN). The solvent is CO (methanol). Product: ClC=1C=CC(=C(C1)C1=NN(C=C1NC(=O)C=1C=NN2C1N=CC=C2)CC=C2CCC(CC2)NCCC#N)OC(F)F (N-(3-(5-chloro-2-(difluoromethoxy)phenyl)-1-(2-(4-(2-cyanoethylamino)cyclohexylidene)ethyl)-1H-pyrazol-4-yl)pyrazolo[1,5-a]pyrimidine-3-carboxamide). Isolated yield 2.0%. As a reaction SMILES: [Cl:1][C:2]1[CH:3]=[CH:4][C:5]([O:34][CH:35]([F:37])[F:36])=[C:6]([C:8]2[C:12]([NH:13][C:14]([C:16]3[CH:17]=[N:18][N:19]4[CH:24]=[CH:23][CH:22]=[N:21][C:20]=34)=[O:15])=[CH:11][N:10]([CH2:25][CH:26]=[C:27]3[CH2:32][CH2:31][C:30](=O)[CH2:29][CH2:28]3)[N:9]=2)[CH:7]=1.[NH2:38][CH2:39][CH2:40][C:41]#[N:42].[BH3-]C#N.[Na+]>CO>[Cl:1][C:2]1[CH:3]=[CH:4][C:5]([O:34][CH:35]([F:37])[F:36])=[C:6]([C:8]2[C:12]([NH:13][C:14]([C:16]3[CH:17]=[N:18][N:19]4[CH:24]=[CH:23][CH:22]=[N:21][C:20]=34)=[O:15])=[CH:11][N:10]([CH2:25][CH:26]=[C:27]3[CH2:28][CH2:29][CH:30]([NH:42][CH2:41][CH2:40][C:39]#[N:38])[CH2:31][CH2:32]3)[N:9]=2)[CH:7]=1 |f:2.3|. Reported procedure: To solution of N-[3-[5-chloro-2-(difluoromethoxy)phenyl]-1-[2-(4-oxocyclohexylidene)ethyl]-1H-pyrazol-4-yl]pyrazolo[1,5-a]pyrimidine-3-carboxamide (300.0 mg, 0.569 mmol) in methanol (30 mL) was added 3-aminopropanenitrile (199.5 mg, 2.85 mmol). The resulting solution was stirred at room temperature for 3. Then NaBH3CN (71.56 mg, 1.14 mmol) was added. The resulting solution was stirred at room temperature overnight and concentrated under vacuum. The residue was applied onto a short pad of silica ...